Dataset: the Open Reaction Database (ORD), a public repository of structured organic reaction records. Task: describe an organic reaction: reactants, conditions, products, and yield Reactants: F[B-](F)(F)F, COC(=O)CCN, CN1CCOCC1, CC(Oc1cc(-n2c(=O)cc(C(F)(F)F)n(C)c2=O)c(F)cc1Cl)C(=O)O, ClCCl, Cl, CN(C)C(On1nnc2ccccc21)=[N+](C)C. The product is COC(=O)CCNC(=O)C(C)Oc1cc(-n2c(=O)cc(C(F)(F)F)n(C)c2=O)c(F)cc1Cl. Reaction SMILES: [B-:43]([F:44])([F:45])([F:46])[F:47].[CH3:29][O:30][C:31]([CH2:32][CH2:33][NH2:34])=[O:35].[CH3:36][N:37]1[CH2:38][CH2:39][O:40][CH2:41][CH2:42]1.[Cl:1][c:2]1[c:3]([O:4][CH:5]([C:6](=[O:7])[OH:8])[CH3:9])[cH:10][c:11](-[n:15]2[c:16](=[O:27])[n:17]([CH3:26])[c:18]([C:22]([F:23])([F:24])[F:25])[cH:19][c:20]2=[O:21])[c:12]([F:14])[cH:13]1.[Cl:65][CH2:66][Cl:67].[ClH:28].[n:48]1([O:49][C:50]([N:51]([CH3:52])[CH3:53])=[N+:54]([CH3:55])[CH3:56])[c:57]2[cH:58][cH:59][cH:60][cH:61][c:62]2[n:63][n:64]1>>[Cl:1][c:2]1[c:3]([O:4][CH:5]([C:6](=[O:7])[NH:34][CH2:33][CH2:32][C:31]([O:30][CH3:29])=[O:35])[CH3:9])[cH:10][c:11](-[n:15]2[c:16](=[O:27])[n:17]([CH3:26])[c:18]([C:22]([F:23])([F:24])[F:25])[cH:19][c:20]2=[O:21])[c:12]([F:14])[cH:13]1. Reactants: C(#N)C(CC[Si](OC)(OC)OC)(C)C (3-cyano-3-methylbutyltrimethoxysilane), N (ammonia). The reagents and catalysts are [Ni] (nickel). Product: NCC(CC[Si](OC)(OC)OC)(C)C (4-Amino-3,3-dimethylbutyltrimethoxysilane). RXN SMILES: [C:1]([C:3]([CH3:14])([CH3:13])[CH2:4][CH2:5][Si:6]([O:11][CH3:12])([O:9][CH3:10])[O:7][CH3:8])#[N:2].N>[Ni]>[NH2:2][CH2:1][C:3]([CH3:14])([CH3:13])[CH2:4][CH2:5][Si:6]([O:11][CH3:12])([O:7][CH3:8])[O:9][CH3:10]. Procedure details: In accordance with the procedure in Example 7, 3-cyano-3-methylbutyltrimethoxysilane (600 grams, 2.76 moles) was hydrogenated in the presence of 10.0 grams of ammonia and 8.0 grams of nickel (5%) on kieselguhr. The yield after distillation (boiling point, 68° C. at 0.25 mm Hg) was 590 grams of 4-amino-3,3-dimethylbutyltrimethoxysilane (96.6%). The material was characterized by infra-red, 1H and 13C NMR spectroscopy. Reactants: CI, CO, CC(C)=O, CC1CN(C(=O)C(F)(F)F)CCc2nc(O)c(I)cc21, COc1nc2c(cc1I)C(C)CN(C(=O)C(F)(F)F)CC2, [K+], [K+], O=C([O-])[O-]. The product is COc1nc2c(cc1I)C(C)CNCC2. Reaction SMILES: [CH3:27][I:28].[CH3:50][OH:51].[CH3:52][C:53](=[O:54])[CH3:55].[I:1][c:2]1[c:3]([OH:4])[n:5][c:6]2[c:19]([cH:20]1)[CH:17]([CH3:18])[CH2:16][N:9]([C:10](=[O:11])[C:12]([F:13])([F:14])[F:15])[CH2:8][CH2:7]2.[I:29][c:30]1[cH:31][c:32]2[c:33]([n:46][c:47]1[O:48][CH3:49])[CH2:34][CH2:35][N:36]([C:40](=[O:41])[C:42]([F:43])([F:44])[F:45])[CH2:37][CH:38]2[CH3:39].[K+:21].[K+:22].[O-:23][C:24]([O-:25])=[O:26]>>[I:29][c:30]1[cH:31][c:32]2[c:33]([n:46][c:47]1[O:48][CH3:49])[CH2:34][CH2:35][NH:36][CH2:37][CH:38]2[CH3:39]. Reactants: C(C1=CC=CC=C1)OC1=C(OC=2C=CC(=C(C2)N(C(OC(C)(C)C)=O)C)[N+](=O)[O-])C=CC=C1 (t-butyl N-[5-(2-benzyloxyphenoxy)-2-nitrophenyl]-N-methylcarbamate). Reagents/catalysts: [Pd] (palladium on carbon). The solvent is CO (methanol). Yields the product NC1=C(C=C(C=C1)OC1=C(C=CC=C1)O)N(C(OC(C)(C)C)=O)C (t-Butyl N-[2-amino-5-(2-hydroxyphenoxy)phenyl]-N-methylcarbamate). The yield is 95.2%. As a reaction SMILES: C([O:8][C:9]1[CH:33]=[CH:32][CH:31]=[CH:30][C:10]=1[O:11][C:12]1[CH:13]=[CH:14][C:15]([N+:27]([O-])=O)=[C:16]([N:18]([CH3:26])[C:19](=[O:25])[O:20][C:21]([CH3:24])([CH3:23])[CH3:22])[CH:17]=1)C1C=CC=CC=1>[Pd].CO>[NH2:27][C:15]1[CH:14]=[CH:13][C:12]([O:11][C:10]2[CH:30]=[CH:31][CH:32]=[CH:33][C:9]=2[OH:8])=[CH:17][C:16]=1[N:18]([CH3:26])[C:19](=[O:25])[O:20][C:21]([CH3:22])([CH3:23])[CH3:24]. Procedure: In a similar manner to that described in Reference Example 7, a reaction was carried out using t-butyl N-[5-(2-benzyloxyphenoxy)-2-nitrophenyl]-N-methylcarbamate (4.14 g), palladium on carbon (10%, 0.41 g) and methanol (60 ml) and the reaction mixture was purified to give the title compound (2.89 g). The reactants are N1=CC=C(C=C1)NCCN (N-(4-pyridyl)ethylenediamine), [N+](=O)([O-])C1=C(C=CCCl)C=CC=C1 (2-nitrocinnamyl chloride). Run in C(C)O (ethanol). Run at time 30 minute. Product: [N+](=O)([O-])C1=C(/C=C/CNCCNC2=CC=NC=C2)C=CC=C1 ((E)-N-(2-nitrocinnamyl)-N'-(4-pyridyl)ethyenediamine). Isolated yield 29.1%. Reaction SMILES: [N:1]1[CH:6]=[CH:5][C:4]([NH:7][CH2:8][CH2:9][NH2:10])=[CH:3][CH:2]=1.[N+:11]([C:14]1[CH:23]=[CH:22][CH:21]=[CH:20][C:15]=1[CH:16]=[CH:17][CH2:18]Cl)([O-:13])=[O:12]>C(O)C>[N+:11]([C:14]1[CH:23]=[CH:22][CH:21]=[CH:20][C:15]=1/[CH:16]=[CH:17]/[CH2:18][NH:10][CH2:9][CH2:8][NH:7][C:4]1[CH:5]=[CH:6][N:1]=[CH:2][CH:3]=1)([O-:13])=[O:12]. Reported procedure: A solution of 11 g of N-(4-pyridyl)ethylenediamine and 5.3 g of 2-nitrocinnamyl chloride (trans-form) dissolved in 60 ml of ethanol was stirred at room temperature for 30 minutes and then stirred at 50° C. for 90 minutes. The solvent was distilled off under reduced pressure, and 10% aqueous sodium hydroxide was added to the residue and the mixture was extracted with chloroform. After drying of the extract, chloroform was distilled off and the residue was purified by silica gel column chromatogra... Starting materials: ClC1=CC(=NC=N1)N[C@H]1[C@@H]([C@@H]([C@H](C1)CO)O)O ((1R,2S,3R,5R)-3-[(6-chloropyrimidin-4-yl)amino]-5-(hydroxymethyl)cyclopentane-1,2-diol), [I-].[Na+] (sodium iodide). The solvent is I (hydroiodic acid). Conditions: temperature 70 celsius. Yields the product OC[C@@H]1[C@H]([C@H]([C@@H](C1)NC1=NC=NC(=C1)I)O)O ((1S,2R,3R,5R)-3-(hydroxymethyl)-5-[(6-iodopyrimidin-4-yl)amino]cyclopentane-1,2-diol). Isolated yield 944.2%. Reaction SMILES: Cl[C:2]1[N:7]=[CH:6][N:5]=[C:4]([NH:8][C@@H:9]2[CH2:13][C@H:12]([CH2:14][OH:15])[C@@H:11]([OH:16])[C@H:10]2[OH:17])[CH:3]=1.[I-:18].[Na+]>I>[OH:15][CH2:14][C@H:12]1[CH2:13][C@@H:9]([NH:8][C:4]2[CH:3]=[C:2]([I:18])[N:7]=[CH:6][N:5]=2)[C@H:10]([OH:17])[C@@H:11]1[OH:16] |f:1.2|. Procedure details: To a solution of (1R,2S,3R,5R)-3-[(6-chloropyrimidin-4-yl)amino]-5-(hydroxymethyl)cyclopentane-1,2-diol (1.880 g, 7.239 mmol) in hydroiodic acid (23.9 mL) was added sodium iodide (5.42 g, 36.2 mmol). The mixture heated to 70° C. for 10 min then concentrated and azeotroped using toluene (3×). The residue was dissolved in acetone and NaHCO3 was added. The suspension was filtered and the filtrate was concentrated in vacuo to obtain the title compound (24 g, >99%). LC/MS: Rt=0.76 min ES+ 352 (FA sta... Reactants: CC(C)([O-])C.[K+] (potassium tert-butoxide), C(C)OC(=O)C=1C(=NN(C1)C)C(F)F (3-difluoromethyl-1-methyl-1H-pyrazole-4-carboxylic acid ethyl ester), ClC1=CC=CC=C1 (chlorobenzene), 9-isopropyl-5-amino-benzonorbornene. Run at temperature 95 celsius, time 20 hour. Yields the product C(C)(C)C1C2CCC1C1=C(C=CC=C21)NC(=O)C=2C(=NN(C2)C)C(F)F (3-difluoromethyl-1-methyl-1H-pyrazole-4-carboxylic acid (9-isopropyl-1,2,3,4-tetrahydro-1,4-methano-naphthalen-5-yl)-amide). RXN SMILES: [CH3:1][C:2]([CH3:5])([O-])[CH3:3].[K+].C(O[C:10]([C:12]1[C:13]([CH:18]([F:20])[F:19])=[N:14][N:15]([CH3:17])[CH:16]=1)=[O:11])C.Cl[C:22]1[CH:27]=[CH:26][CH:25]=[CH:24][CH:23]=1>>[CH:2]([CH:5]1[CH:23]2[C:22]3[C:27]([CH:26]1[CH2:25][CH2:24]2)=[CH:18][CH:13]=[CH:12][C:16]=3[NH:15][C:10]([C:12]1[C:13]([CH:18]([F:19])[F:20])=[N:14][N:15]([CH3:17])[CH:16]=1)=[O:11])([CH3:3])[CH3:1] |f:0.1|. Procedure details: 6.2 g of 9-isopropyl-5-amino-benzonorbornene (Comp. No. Z3.11, syn/anti ratio 90:10; mmol, 1.05 equivalents) and 1.6 g of potassium tert-butoxide (14.7 mmol, 0.5 equivalent) are added to a solution of 6 g of 3-difluoromethyl-1-methyl-1H-pyrazole-4-carboxylic acid ethyl ester (29 mmol) in 60 ml of chlorobenzene. The reaction mixture is heated to 95° C. and the chlorobenzene solvent is completely removed in vacuo. The reaction mixture is heated to 120° C. and stirred for 20 hours. 30 ml of chlorob... Reactants: CC1C(C(CCC1)C)=O (2,6-dimethylcyclohexan-1-one), N (ammonia), [H][H] (hydrogen). The reagents and catalysts are [Pd] (Pd), [Zn] (Zn). Yields the product CC1C(C(CCC1)C)=O (2,6-dimethylcyclohexan-1-one), 92, CC1=C(N)C(=CC=C1)C (2,6-dimethylaniline). As a reaction SMILES: [NH3:1].[H][H].[CH3:4][CH:5]1[CH2:10][CH2:9][CH2:8][CH:7]([CH3:11])[C:6]1=[O:12]>[Pd].[Zn]>[CH3:4][CH:5]1[CH2:10][CH2:9][CH2:8][CH:7]([CH3:11])[C:6]1=[O:12].[CH3:4][C:5]1[CH:10]=[CH:9][CH:8]=[C:7]([CH3:11])[C:6]=1[NH2:1]. Procedure details: A catalyst in extrudate form, containing 0.5% by weight of Pd, 0.11% by weight of Zn and 0.1% by weight of Cd on Al2O3 as the carrier is introduced into a tubular reactor having a capacity of one liter, corresponding to 1,000 parts by volume, and is brought to 210° C. Per hour, a gaseous mixture of 400,000 parts by volume of ammonia and 10,000 parts by volume of hydrogen, and, in co-current therewith, 100 parts of 2,6-dimethylcyclohexan-1-one in gaseous form, is passed over the catalyst bed at a... The reactants are OC=1C=CC2=C(N(C(=N2)COC=2C=C(C(=O)OC)C=CC2)C)C1 (methyl 3-[(6-hydroxy-1-methyl-1H-benzimidazol-2-yl)methoxy]benzoate), C([O-])([O-])=O.[Cs+].[Cs+] (cesium carbonate), BrC=1C(=NC=C(C1)C)F (3-bromo-2-fluoro-5-methylpyridine), N1=CC=CC2=CC=C3C=CC=NC3=C12 (1,10-phenanthroline). Reagents/catalysts: [Cu](I)I (copper iodide). Solvent: CN(C)C=O (DMF). Product: BrC=1C(=NC=C(C1)C)OC=1C=CC2=C(N(C(=N2)COC=2C=C(C(=O)OC)C=CC2)C)C1 (Methyl 3-({6-[(3-bromo-5-methylpyridin-2-yl)oxy]-1-methyl-1H-benzimidazol-2-yl}methoxy)benzoate). The yield is 13.5%. RXN SMILES: [OH:1][C:2]1[CH:3]=[CH:4][C:5]2[N:9]=[C:8]([CH2:10][O:11][C:12]3[CH:13]=[C:14]([CH:19]=[CH:20][CH:21]=3)[C:15]([O:17][CH3:18])=[O:16])[N:7]([CH3:22])[C:6]=2[CH:23]=1.[Br:24][C:25]1[C:26](F)=[N:27][CH:28]=[C:29]([CH3:31])[CH:30]=1.N1C2C(=CC=C3C=2N=CC=C3)C=CC=1.C(=O)([O-])[O-].[Cs+].[Cs+]>[Cu](I)I.CN(C=O)C>[Br:24][C:25]1[C:26]([O:1][C:2]2[CH:3]=[CH:4][C:5]3[N:9]=[C:8]([CH2:10][O:11][C:12]4[CH:13]=[C:14]([CH:19]=[CH:20][CH:21]=4)[C:15]([O:17][CH3:18])=[O:16])[N:7]([CH3:22])[C:6]=3[CH:23]=2)=[N:27][CH:28]=[C:29]([CH3:31])[CH:30]=1 |f:3.4.5|. Procedure details: The reaction and post-treatment were carried out according to Example (1f) using methyl 3-[(6-hydroxy-1-methyl-1H-benzimidazol-2-yl)methoxy]benzoate produced in Example (1e) (3.12 g, 10.0 mmol), 3-bromo-2-fluoro-5-methylpyridine (2.09 g, 11.0 mmol), copper iodide (0.19 g, 1.00 mmol), 1,10-phenanthroline (0.18 g, 1.00 mmol), cesium carbonate (9.77 g, 30.0 mmol) and DMF (50 mL) to obtain the title compound (0.65 g, 14%) as a white solid.